From a dataset of the Open Reaction Database (ORD), a public repository of structured organic reaction records. describe an organic reaction: reactants, conditions, products, and yield The reactants are C(C)(C)(C)OC(=O)N1CCC=2C(=NN(C2CC1)CC1=CC=C(C=C1)Cl)C1=CC=CC=C1 (1-(4-Chloro-benzyl)-3-phenyl-4,5,7,8-tetrahydro-1H-1,2,6-triaza-azulene-6-carboxylic acid tert-butyl ester), C(C)(C)(C)OC(=O)N1CCC=2C(=NN(C2CC1)CC1=CC=C(C=C1)Cl)S(=O)(=O)C(F)(F)F (1-(4-chloro-benzyl)-3-trifluoromethanesulfonyl-4,5,7,8-tetrahydro-1H-1,2,6-triaza-azulene-6-carboxylic acid tert-butyl ester), C(=O)([O-])[O-].[K+].[K+] (K2CO3), C1(=CC=CC=C1)B(O)O (phenylboronic acid), PdCl2dppf. Solvent: C1CCOC1 (THF), O (water). Reaction conditions: temperature 100 celsius. Product: ClC1=CC=C(CN2N=C(C=3CCNCCC23)C2=CC=CC=C2)C=C1 (1-(4-Chloro-benzyl)-3-phenyl-1,4,5,6,7,8-hexahydro-1,2,6-triaza-azulene). As a reaction SMILES: C(OC([N:8]1[CH2:17][CH2:16][C:15]2[N:14]([CH2:18][C:19]3[CH:24]=[CH:23][C:22]([Cl:25])=[CH:21][CH:20]=3)[N:13]=[C:12]([C:26]3[CH:31]=[CH:30][CH:29]=[CH:28][CH:27]=3)[C:11]=2[CH2:10][CH2:9]1)=O)(C)(C)C.C(OC(N1CCC2N(CC3C=CC(Cl)=CC=3)N=C(S(C(F)(F)F)(=O)=O)C=2CC1)=O)(C)(C)C.C([O-])([O-])=O.[K+].[K+].C1(B(O)O)C=CC=CC=1>C1COCC1.O>[Cl:25][C:22]1[CH:21]=[CH:20][C:19]([CH2:18][N:14]2[C:15]3[CH2:16][CH2:17][NH:8][CH2:9][CH2:10][C:11]=3[C:12]([C:26]3[CH:27]=[CH:28][CH:29]=[CH:30][CH:31]=3)=[N:13]2)=[CH:24][CH:23]=1 |f:2.3.4|. Reported procedure: 1-(4-Chloro-benzyl)-3-phenyl-4,5,7,8-tetrahydro-1H-1,2,6-triaza-azulene-6-carboxylic acid tert-butyl ester. To a solution of 0.13 g of 1-(4-chloro-benzyl)-3-trifluoromethanesulfonyl-4,5,7,8-tetrahydro-1H-1,2,6-triaza-azulene-6-carboxylic acid tert-butyl ester, prepared as in Example 43, Steps A through C, in 3 mL of THF was added 300 μL of water, 0.11 g of K2CO3, 44.9 mg of phenylboronic acid, and 20.0 mg of PdCl2dppf. The mixture was heated at 100° C. for 18 h. The mixture was filtered through ... The reactants are CC(C)(C)OC(=O)Nc1cc(F)c(C#N)cc1[N+](=O)[O-], CNCC(C)C, CS(C)=O. Yields the product CC(C)CN(C)c1cc(NC(=O)OC(C)(C)C)c([N+](=O)[O-])cc1C#N. As a reaction SMILES: [C:1]([CH3:2])([CH3:3])([CH3:4])[O:5][C:6]([NH:7][c:8]1[c:9]([N+:17](=[O:18])[O-:19])[cH:10][c:11]([C:15]#[N:16])[c:12]([F:14])[cH:13]1)=[O:20].[CH2:21]([CH:22]([CH3:23])[CH3:24])[NH:25][CH3:26].[CH3:27][S:28]([CH3:29])=[O:30]>>[C:1]([CH3:2])([CH3:3])([CH3:4])[O:5][C:6]([NH:7][c:8]1[c:9]([N+:17](=[O:18])[O-:19])[cH:10][c:11]([C:15]#[N:16])[c:12]([N:25]([CH2:21][CH:22]([CH3:23])[CH3:24])[CH3:26])[cH:13]1)=[O:20]. Starting materials: C1(=CC=C(C=C1)C(=O)N1[C@@H](CC(C1)=NOC)C(N)=NO)C1=CC=CC=C1 ((2S,4EZ)-1-([1,1′-biphenyl]-4-ylcarbonyl)-N′-hydroxy-4-(methoxyimino)-2-pyrrolidinecarboximidamide), C1(=CC=C(C=C1)C(=O)N1[C@@H](CC(C1)=NOC)C(N)=NO)C1=CC=CC=C1 ((2S,4EZ)-1-([1,1′-biphenyl]-4-ylcarbonyl)-N′-hydroxy-4-(methoxyimino)-2-pyrrolidinecarboximidamide), N1=C(C=CC=C1)C(=O)O (2-pyridinecarboxylic acid). The product is CON=C1CN([C@@H](C1)C1=NOC(=N1)C1=NC=CC=C1)C(=O)C1=CC=C(C=C1)C1=CC=CC=C1 ((3EZ,5S)-1-([1,1′-biphenyl]-4-ylcarbonyl)-5-[5-(2-pyridinyl)-1,2,4-oxadiazol-3-yl]-3-pyrrolidinone O-methyloxime). As a reaction SMILES: [C:1]1([C:21]2[CH:26]=[CH:25][CH:24]=[CH:23][CH:22]=2)[CH:6]=[CH:5][C:4]([C:7]([N:9]2[CH2:13][C:12](=[N:14][O:15][CH3:16])[CH2:11][C@H:10]2[C:17](=[N:19][OH:20])[NH2:18])=[O:8])=[CH:3][CH:2]=1.[N:27]1[CH:32]=[CH:31][CH:30]=[CH:29][C:28]=1[C:33](O)=O>>[CH3:16][O:15][N:14]=[C:12]1[CH2:11][C@@H:10]([C:17]2[N:18]=[C:33]([C:28]3[CH:29]=[CH:30][CH:31]=[CH:32][N:27]=3)[O:20][N:19]=2)[N:9]([C:7]([C:4]2[CH:3]=[CH:2][C:1]([C:21]3[CH:26]=[CH:25][CH:24]=[CH:23][CH:22]=3)=[CH:6][CH:5]=2)=[O:8])[CH2:13]1. Procedure details: Following the general method as outlined in Example 15, starting from (2S,4EZ)-1-([1,1′-biphenyl]-4-ylcarbonyl)-N′-hydroxy-4-(methoxyimino)-2-pyrrolidinecarboximidamide (Intermediate 8) and 2-pyridinecarboxylic acid, the title compound was obtained in 82% purity by HPLC. MS(ESI+): m/z=440.2. Reactants: CC(C)(C)OC(=O)N1CCC(C#N)(c2cccnc2Cl)CC1, C1CCOC1, ClCCl, [Na+], [OH-], O. Yields the product CC(C)(C)OC(=O)N1CCC2(CC1)CNc1ncccc12. As a reaction SMILES: [C:1]([CH3:2])([CH3:3])([CH3:4])[O:5][C:6](=[O:7])[N:8]1[CH2:9][CH2:10][C:11]([c:14]2[c:15]([Cl:20])[n:16][cH:17][cH:18][cH:19]2)([C:21]#[N:22])[CH2:12][CH2:13]1.[CH2:29]1[O:30][CH2:31][CH2:32][CH2:33]1.[Cl:26][CH2:27][Cl:28].[Na+:24].[OH-:23].[OH2:25]>>[C:1]([CH3:2])([CH3:3])([CH3:4])[O:5][C:6](=[O:7])[N:8]1[CH2:9][CH2:10][C:11]2([CH2:12][CH2:13]1)[c:14]1[c:15]([n:16][cH:17][cH:18][cH:19]1)[NH:22][CH2:21]2. The reactants are C1(C=2C(C(N1)=O)=CC=CC2)=O (phthalimide), N1(C=NC=C1)CCCCN (1H-imidazol-1-butanamine). Product: N1(C=NC=C1)CCCCN1C(C2=CC=CC=C2C1=O)=O (2-[4-(1H-imidazol-1-yl)butyl]-1H-isoindole-1,3(2H)-dione). Reaction SMILES: [C:1]1(=[O:11])[NH:5][C:4](=[O:6])[C:3]2=[CH:7][CH:8]=[CH:9][CH:10]=[C:2]12.[N:12]1([CH2:17][CH2:18][CH2:19][CH2:20]N)[CH:16]=[CH:15][N:14]=[CH:13]1>>[N:12]1([CH2:17][CH2:18][CH2:19][CH2:20][N:5]2[C:1](=[O:11])[C:2]3[C:3](=[CH:7][CH:8]=[CH:9][CH:10]=3)[C:4]2=[O:6])[CH:16]=[CH:15][N:14]=[CH:13]1. Procedure: A mixture of 0.01 mole of phthalimide and 0.01 mole of 1H-imidazol-1-butanamine was heated in an oil bath at 140° for 1 hour. The reaction mixture was cooled to obtain the desired product. The reactants are CCOC(=O)CC(C)=O, CCn1nnnc1C(C=CC=O)=C(c1ccc(F)cc1)c1ccc(F)cc1, C1CCOC1. Product: CCOC(=O)CC(=O)CC(O)C=CC(=C(c1ccc(F)cc1)c1ccc(F)cc1)c1nnnn1CC. RXN SMILES: [C:28]([CH2:29][C:30](=[O:31])[CH3:32])(=[O:33])[O:34][CH2:35][CH3:36].[F:1][c:2]1[cH:3][cH:4][c:5]([C:8](=[C:9]([CH:10]=[CH:11][CH:12]=[O:13])[c:14]2[n:15][n:16][n:17][n:18]2[CH2:19][CH3:20])[c:21]2[cH:22][cH:23][c:24]([F:27])[cH:25][cH:26]2)[cH:6][cH:7]1.[O:37]1[CH2:38][CH2:39][CH2:40][CH2:41]1>>[F:1][c:2]1[cH:3][cH:4][c:5]([C:8](=[C:9]([CH:10]=[CH:11][CH:12]([OH:13])[CH2:32][C:30]([CH2:29][C:28](=[O:33])[O:34][CH2:35][CH3:36])=[O:31])[c:14]2[n:15][n:16][n:17][n:18]2[CH2:19][CH3:20])[c:21]2[cH:22][cH:23][c:24]([F:27])[cH:25][cH:26]2)[cH:6][cH:7]1. Starting materials: ClCl (chlorine), C=C1CC(=O)O1 (diketene), C(C)O (ethanol). Run in C(Cl)(Cl)(Cl)Cl (carbon tetrachloride). Product: C(C)OC(CC(=O)CCl)=O (γ-chloroacetoacetic acid ethyl ester). Yield: 94.0%. Reaction SMILES: [Cl:1]Cl.[CH2:3]=[C:4]1[O:8][C:6](=[O:7])[CH2:5]1.[CH2:9]([OH:11])[CH3:10]>C(Cl)(Cl)(Cl)Cl>[CH2:9]([O:11][C:6](=[O:7])[CH2:5][C:4]([CH2:8][Cl:1])=[O:3])[CH3:10]. Procedure details: 72 g (1 mol) of chlorine were passed into a solution of 84 g (1 mol) of diketene in dry carbon tetrachloride at -20° C., the reaction solution was then added dropwise to 200 ml of ethanol, while stirring, during which addition the temperature was held to at most 0° C., the solvent was then stripped off in vacuo on a rotary evaporator and the residue was distilled. 155 g (94% of theory) of γ-chloroacetoacetic acid ethyl ester of boiling point 90° C./7 mm Hg were obtained.